Dataset: the Open Reaction Database (ORD), a public repository of structured organic reaction records. Task: describe an organic reaction: reactants, conditions, products, and yield Starting materials: CN(C=CC(=O)C=1C(=C(C=2N(C1)N=C(N2)NC(C)=O)C2=CC(=CC=C2)C(F)(F)F)C)C (N-[6-(3-dimethylamino-acryloyl)-7-methyl-8-(3-trifluoromethyl-phenyl)-[1,2,4]triazolo[1,5-a]pyridin-2-yl]-acetamide), FC=1C=C(C#N)C=CC1NN (3-fluoro-4-hydrazino-benzonitrile). The product is C(#N)C1=CC(=C(C=C1)N1N=CC=C1C=1C(=C(C=2N(C1)N=C(N2)NC(C)=O)C2=CC(=CC=C2)C(F)(F)F)C)F (N-[6-[2-(4-Cyano-2-fluoro-phenyl)-2H-pyrazol-3-yl]-7-methyl-8-(3-trifluoromethyl-phenyl)-[1,2,4]triazolo[1,5-a]pyridin-2-yl]-acetamide). RXN SMILES: CN(C)[CH:3]=[CH:4][C:5]([C:7]1[C:8]([CH3:30])=[C:9]([C:20]2[CH:25]=[CH:24][CH:23]=[C:22]([C:26]([F:29])([F:28])[F:27])[CH:21]=2)[C:10]2[N:11]([N:13]=[C:14]([NH:16][C:17](=[O:19])[CH3:18])[N:15]=2)[CH:12]=1)=O.[F:32][C:33]1[CH:34]=[C:35]([CH:38]=[CH:39][C:40]=1[NH:41][NH2:42])[C:36]#[N:37]>>[C:36]([C:35]1[CH:38]=[CH:39][C:40]([N:41]2[C:5]([C:7]3[C:8]([CH3:30])=[C:9]([C:20]4[CH:25]=[CH:24][CH:23]=[C:22]([C:26]([F:28])([F:29])[F:27])[CH:21]=4)[C:10]4[N:11]([N:13]=[C:14]([NH:16][C:17](=[O:19])[CH3:18])[N:15]=4)[CH:12]=3)=[CH:4][CH:3]=[N:42]2)=[C:33]([F:32])[CH:34]=1)#[N:37]. Procedure: The title compound was prepared from N-[6-(3-dimethylamino-acryloyl)-7-methyl-8-(3-trifluoromethyl-phenyl)-[1,2,4]triazolo[1,5-a]pyridin-2-yl]-acetamide (Int. 25, 85 mg, 0.197 mmol) and 3-fluoro-4-hydrazino-benzonitrile (45 mg, 0.298 mmol) using similar methods to those employed in Example 40, Step 4 and Example 26, Step 1 (22 mg). Starting materials: CC(C(=O)OCC)C(=O)OCC (diethyl methylmalonate), [Na] (sodium), BrCC1=CC2=CC=CC=C2C=C1 (2-bromomethylnaphthalene). Run in C(C)O (ethanol), C(C)O (ethanol). Run at temperature 0 celsius. Product: CC(C(=O)OCC)(C(=O)OCC)CC1=CC2=CC=CC=C2C=C1 (Diethyl methyl(2-naphthylmethyl)malonate). RXN SMILES: [Na].[CH3:2][CH:3]([C:9]([O:11][CH2:12][CH3:13])=[O:10])[C:4]([O:6][CH2:7][CH3:8])=[O:5].Br[CH2:15][C:16]1[CH:25]=[CH:24][C:23]2[C:18](=[CH:19][CH:20]=[CH:21][CH:22]=2)[CH:17]=1>C(O)C>[CH3:2][C:3]([CH2:15][C:16]1[CH:25]=[CH:24][C:23]2[C:18](=[CH:19][CH:20]=[CH:21][CH:22]=2)[CH:17]=1)([C:4]([O:6][CH2:7][CH3:8])=[O:5])[C:9]([O:11][CH2:12][CH3:13])=[O:10] |^1:0|. Procedure: 5.15 g (224 mmol) of sodium were dissolved in 150 ml of absolute ethanol, while heating, and 37.3 ml (217 mmol) of diethyl methylmalonate were added at room temperature. A solution of 50 g (217 mmol) of 2-bromomethylnaphthalene (96% pure) in 270 ml of ethanol was slowly added dropwise at 0° C., and the mixture was heated under reflux for a further 4 to 5 hours. It was poured onto ice-water and extracted with ethyl acetate. The combined organic phases were dried with sodium sulfate and evaporated...